This data is from the Open Reaction Database (ORD), a public repository of structured organic reaction records. The task is: describe an organic reaction: reactants, conditions, products, and yield Yields the product OCC=Cc1csc(Nc2ccccc2)n1. Reactants: CC(C)C[Al+]CC(C)C, CCCCCC, CO, Cl, [H-], CCOC(=O)C=Cc1csc(Nc2ccccc2)n1, C1CCOC1. RXN SMILES: [CH2:8]([Al+:9][CH2:10][CH:11]([CH3:12])[CH3:13])[CH:14]([CH3:15])[CH3:16].[CH3:1][CH2:2][CH2:3][CH2:4][CH2:5][CH3:6].[CH3:42][OH:43].[ClH:36].[H-:7].[NH:17]([c:18]1[cH:19][cH:20][cH:21][cH:22][cH:23]1)[c:24]1[s:25][cH:26][c:27]([CH:29]=[CH:30][C:31](=[O:32])[O:33][CH2:34][CH3:35])[n:28]1.[O:37]1[CH2:38][CH2:39][CH2:40][CH2:41]1>>[NH:17]([c:18]1[cH:19][cH:20][cH:21][cH:22][cH:23]1)[c:24]1[s:25][cH:26][c:27]([CH:29]=[CH:30][CH2:31][OH:32])[n:28]1. The reactants are Brc1ccc(Nc2ncccn2)cc1, COc1ccc(CCl)cc1, [H-], [Na+], CN(C)C=O. Yields the product COc1ccc(CN(c2ccc(Br)cc2)c2ncccn2)cc1. RXN SMILES: [Br:1][c:2]1[cH:3][cH:4][c:5]([NH:8][c:9]2[n:10][cH:11][cH:12][cH:13][n:14]2)[cH:6][cH:7]1.[CH3:17][O:18][c:19]1[cH:20][cH:21][c:22]([CH2:23][Cl:24])[cH:25][cH:26]1.[H-:15].[Na+:16].[O:27]=[CH:28][N:29]([CH3:30])[CH3:31]>>[Br:1][c:2]1[cH:3][cH:4][c:5]([N:8]([c:9]2[n:10][cH:11][cH:12][cH:13][n:14]2)[CH2:23][c:22]2[cH:21][cH:20][c:19]([O:18][CH3:17])[cH:26][cH:25]2)[cH:6][cH:7]1. Reactants: FC(C1=CC(=NC=C1)N1[C@@H]2CN([C@H](C1)C2)C(=O)[C@@]21C[C@H](C[C@H]1CCC2)N2CCC(CC2)C=2C=C(C(=O)OCC)C=CC2)(F)F (ethyl 3-(1-((2S,3aR,6aR)-3a-((S,4S)-5-(4-(trifluoromethyl)pyridin-2-yl)-2,5-diazabicyclo[2.2.1]heptane-2-carbonyl)octahydropentalen-2-yl)piperidin-4-yl)benzoate), C[O-].[Na+] (sodium methoxide), Cl (hydrochloric acid). Run in CO (methanol). Yields the product C(C)NCC (diethylamine), FC(C1=CC(=NC=C1)N1[C@@H]2CN([C@H](C1)C2)C(=O)[C@@]21C[C@H](C[C@H]1CCC2)N2CCC(CC2)C=2C=C(C(=O)O)C=CC2)(F)F (3-{1-[(2S,3aR,6aR)-3a-({(1S,4S)-5-[4-(trifluoromethyl)pyridin-2-yl]-2,5-diazabicyclo[2.2.1]hept-2-yl}carbonyl)octahydropentalen-2-yl]piperidin-4-yl}benzoic acid). Yield: 0.1%. Reaction SMILES: [F:1][C:2]([F:44])([F:43])[C:3]1[CH:8]=[CH:7][N:6]=[C:5]([N:9]2[CH2:14][C@@H:13]3[CH2:15][C@H:10]2[CH2:11][N:12]3[C:16]([C@@:18]23[CH2:25][CH2:24][CH2:23][C@@H:22]2[CH2:21][C@H:20]([N:26]2[CH2:31][CH2:30][CH:29]([C:32]4[CH:33]=[C:34]([CH:40]=[CH:41][CH:42]=4)[C:35]([O:37]CC)=[O:36])[CH2:28][CH2:27]2)[CH2:19]3)=[O:17])[CH:4]=1.C[O-].[Na+].Cl>CO>[CH2:5]([NH:6][CH2:7][CH3:8])[CH3:4].[F:44][C:2]([F:1])([F:43])[C:3]1[CH:8]=[CH:7][N:6]=[C:5]([N:9]2[CH2:14][C@@H:13]3[CH2:15][C@H:10]2[CH2:11][N:12]3[C:16]([C@@:18]23[CH2:25][CH2:24][CH2:23][C@@H:22]2[CH2:21][C@H:20]([N:26]2[CH2:27][CH2:28][CH:29]([C:32]4[CH:33]=[C:34]([CH:40]=[CH:41][CH:42]=4)[C:35]([OH:37])=[O:36])[CH2:30][CH2:31]2)[CH2:19]3)=[O:17])[CH:4]=1 |f:1.2|. Procedure details: The mixture from Example 9F (280 mg, 0.45 mmol), sodium methoxide (49.5 mg, 0.91 mmol) in methanol (10 mL) was refluxed for 12 hours. The mixture was acidified with 0.1 N aqueous hydrochloric acid to a pH around 5. The reaction mixture was partitioned with the addition of dichloromethane. The dichloromethane was collected and the aqueous solution was washed with dichloromethane (three times). The dichloromethane fractions were combined, dried and concentrated. The crude product was purified by p...